This data is from the Open Reaction Database (ORD), a public repository of structured organic reaction records. The task is: describe an organic reaction: reactants, conditions, products, and yield Starting materials: C(C)(C)(C)OC(=O)NCCCC(C(=O)OCC)CC=1N=CN(C1)C1CC(CCC1)(C)C (Ethyl 5-[(tert-butoxycarbonyl)amino]-2-{[1-(3,3-dimethylcyclohexyl)-1H-imidazol-4-yl]methyl}valerate). Solvent: Cl (hydrochloric acid). Yields the product NCCCC(C(=O)O)CC=1N=CN(C1)C1CC(CCC1)(C)C (5-Amino-2-{[1-(3,3-dimethylcyclohexyl)-1H-imidazol-4-yl]methyl}valeric acid). Reaction SMILES: C(OC([NH:8][CH2:9][CH2:10][CH2:11][CH:12]([CH2:18][C:19]1[N:20]=[CH:21][N:22]([CH:24]2[CH2:29][CH2:28][CH2:27][C:26]([CH3:31])([CH3:30])[CH2:25]2)[CH:23]=1)[C:13]([O:15]CC)=[O:14])=O)(C)(C)C>Cl>[NH2:8][CH2:9][CH2:10][CH2:11][CH:12]([CH2:18][C:19]1[N:20]=[CH:21][N:22]([CH:24]2[CH2:29][CH2:28][CH2:27][C:26]([CH3:31])([CH3:30])[CH2:25]2)[CH:23]=1)[C:13]([OH:15])=[O:14]. Reported procedure: To the compound obtained in Step 2 of this Example, 5 N hydrochloric acid (10 mL) was added, and the mixture was heated to reflux for 6 hours. After standing to cool, the solvent was distilled off under reduced pressure. The obtained residue was dissolved in deionized water. To the solution, PoraPak Rxn CX (ion-exchange resin, 2.5 g) was added. The resin was washed with deionized water, followed by elution with a 2.8% ammonia/methanol solution (a solution of 28% ammonia water diluted 10-fold wit... Reported procedure: To a solution of 54 (22 mg, 27 μmol) in a mixture of MeOH (1.5 mL) and THF (0.5 mL) were added Pd(OH)2/C (15 mg) and 1,2-dichlorobenzene (20 μL). A balloon of hydrogen gas was attached for 0.5 h with vigorous stirring. LC/MS indicated that de-protection was complete. The reaction mixture was filtered through Celite, concentrated to a residue, and purified by preparatory TLC (5% MeOH in DCM) to give 55 (9.3 mg, 76%). 1H NMR (300 MHz, CD3OD) δ 7.20 (s, 1H), 7.06 (s, 4H), 6.82 (s, 1H), 5.61 (s, 1H)... Reactants: C(C1=CC=CC=C1)O[C@H]1[C@]2(O[C@@H]([C@H]([C@@H]1OCC1=CC=CC=C1)OCC1=CC=CC=C1)COCC1=CC=CC=C1)[C@@H](OC1=C2C=C(C(=C1)Cl)CC1=CC=C(C=C1)CC)OC ((2R,2′S,3′R,4′S,5′R,6′R)-3′,4′,5′-tris(benzyloxy)-6′-(benzyloxymethyl)-6-chloro-5-(4-ethylbenzyl)-2-methoxy-3′,4′,5′,6′-tetrahydro-2H-spiro[benzofuran-3,2′-pyran]), [H][H] (hydrogen), ClC1=C(C=CC=C1)Cl (1,2-dichlorobenzene). Product: ClC1=CC2=C(C=C1CC1=CC=C(C=C1)CC)[C@@]1(O[C@@H]([C@H]([C@@H]([C@H]1O)O)O)CO)[C@@H](O2)OC ((2R,2′S,3′R,4′S,5′S,6′R)-6-chloro-5-(4-ethylbenzyl)-6′-(hydroxymethyl)-2-methoxy-3′,4′,5′,6′-tetrahydro-2H-spiro[benzofuran-3,2′-pyran]-3′,4′,5′-triol). The reagents and catalysts are [OH-].[OH-].[Pd+2] (Pd(OH)2/C). Isolated yield 76.4%. Run in CO (MeOH), C1CCOC1 (THF). RXN SMILES: C([O:8][C@@H:9]1[C@@H:14]([O:15]CC2C=CC=CC=2)[C@H:13]([O:23]CC2C=CC=CC=2)[C@@H:12]([CH2:31][O:32]CC2C=CC=CC=2)[O:11][C@:10]21[C:43]1[CH:44]=[C:45]([CH2:49][C:50]3[CH:55]=[CH:54][C:53]([CH2:56][CH3:57])=[CH:52][CH:51]=3)[C:46]([Cl:48])=[CH:47][C:42]=1[O:41][C@H:40]2[O:58][CH3:59])C1C=CC=CC=1.ClC1C=CC=CC=1Cl.[H][H]>CO.C1COCC1.[OH-].[OH-].[Pd+2]>[Cl:48][C:46]1[C:45]([CH2:49][C:50]2[CH:51]=[CH:52][C:53]([CH2:56][CH3:57])=[CH:54][CH:55]=2)=[CH:44][C:43]2[C@@:10]3([C@H:40]([O:58][CH3:59])[O:41][C:42]=2[CH:47]=1)[C@H:9]([OH:8])[C@@H:14]([OH:15])[C@H:13]([OH:23])[C@@H:12]([CH2:31][OH:32])[O:11]3 |f:5.6.7|.